Dataset: the Open Reaction Database (ORD), a public repository of structured organic reaction records. Task: describe an organic reaction: reactants, conditions, products, and yield Reactants: ClCCCN1S(N(C2=C(C1)C=CC=C2)C2=CC(=C(C=C2)F)F)(=O)=O (3-(3-chloropropyl)-1-(3,4-difluorophenyl)-3,4-dihydro-1H-2,1,3-benzothiadiazine 2,2-dioxide), CN (methylamine), Cl (HCl). The product is Cl.FC=1C=C(C=CC1F)N1S(N(CC2=C1C=CC=C2)CCCNC)(=O)=O (3-[1-(3,4-difluorophenyl)-2,2-dioxido-1,4-dihydro-3H-2,1,3-benzothiadiazin-3-yl]-N-methyl propan-1-amine hydrochloride). As a reaction SMILES: [Cl:1][CH2:2][CH2:3][CH2:4][N:5]1[CH2:10][C:9]2[CH:11]=[CH:12][CH:13]=[CH:14][C:8]=2[N:7]([C:15]2[CH:20]=[CH:19][C:18]([F:21])=[C:17]([F:22])[CH:16]=2)[S:6]1(=[O:24])=[O:23].[CH3:25][NH2:26].Cl>>[ClH:1].[F:22][C:17]1[CH:16]=[C:15]([N:7]2[C:8]3[CH:14]=[CH:13][CH:12]=[CH:11][C:9]=3[CH2:10][N:5]([CH2:4][CH2:3][CH2:2][NH:26][CH3:25])[S:6]2(=[O:24])=[O:23])[CH:20]=[CH:19][C:18]=1[F:21] |f:3.4|. Procedure: In an analogous manner to Example 1, step 8, 3-(3-chloropropyl)-1-(3,4-difluorophenyl)-3,4-dihydro-1H-2,1,3-benzothiadiazine 2,2-dioxide (71 mg) was reacted with methylamine and then treated with HCl to provide 3-[1-(3,4-difluorophenyl)-2,2-dioxido-1,4-dihydro-3H-2,1,3-benzothiadiazin-3-yl]-N-methyl propan-1-amine hydrochloride (53 mg): The reactants are COC(=O)c1ccc(O)c(C(=O)OC(C)(C)C)c1, Cl, [Na+], C1COCCO1, [OH-]. Yields the product CC(C)(C)OC(=O)c1cc(C(=O)O)ccc1O. As a reaction SMILES: [C:1]([CH3:2])([CH3:3])([CH3:4])[O:5][C:6](=[O:7])[c:8]1[cH:9][c:10]([C:11](=[O:12])[O:13][CH3:14])[cH:15][cH:16][c:17]1[OH:18].[ClH:21].[Na+:20].[O:22]1[CH2:23][CH2:24][O:25][CH2:26][CH2:27]1.[OH-:19]>>[C:1]([CH3:2])([CH3:3])([CH3:4])[O:5][C:6](=[O:7])[c:8]1[cH:9][c:10]([C:11](=[O:12])[OH:13])[cH:15][cH:16][c:17]1[OH:18]. Reactants: CCOC(C)=O, N#Cc1cccc(Cl)n1, [H-], [Na+], CN(C)C=O, O, Cn1ccnc1S. Yields the product Cn1ccnc1Sc1cccc(C#N)n1. RXN SMILES: [CH3:19][CH2:20][O:21][C:22](=[O:23])[CH3:24].[Cl:10][c:11]1[n:12][c:13]([C:17]#[N:18])[cH:14][cH:15][cH:16]1.[H-:8].[Na+:9].[O:25]=[CH:26][N:27]([CH3:28])[CH3:29].[OH2:30].[SH:1][c:2]1[n:3]([CH3:7])[cH:4][cH:5][n:6]1>>[S:1]([c:2]1[n:3]([CH3:7])[cH:4][cH:5][n:6]1)[c:11]1[n:12][c:13]([C:17]#[N:18])[cH:14][cH:15][cH:16]1. Reactants: CCCCOC(=O)C1CN(c2ccc3c(c2)sc(=O)n3C)C(=O)O1, CN, CO. Product: CNC(=O)C1CN(c2ccc3c(c2)sc(=O)n3C)C(=O)O1. As a reaction SMILES: [CH2:1]([O:2][C:6](=[O:7])[CH:8]1[CH2:9][N:10]([c:14]2[cH:15][c:16]3[c:17]([n:18]([CH3:22])[c:19](=[O:21])[s:20]3)[cH:23][cH:24]2)[C:11](=[O:13])[O:12]1)[CH2:3][CH2:4][CH3:5].[CH3:25][NH2:26].[CH3:27][OH:28]>>[C:6](=[O:7])([CH:8]1[CH2:9][N:10]([c:14]2[cH:15][c:16]3[c:17]([n:18]([CH3:22])[c:19](=[O:21])[s:20]3)[cH:23][cH:24]2)[C:11](=[O:13])[O:12]1)[NH:26][CH3:25].